This data is from the Open Reaction Database (ORD), a public repository of structured organic reaction records. The task is: describe an organic reaction: reactants, conditions, products, and yield The reactants are C(C)OC(C[C@@H]1C(N(C2=C([C@H](O1)C1=C(C(=CC=C1)OC)OC)C=C(C=C2)Cl)CC(CO)(C)CO)=O)=O ((3R,5S)-7-chloro-1-(3-hydroxy-2-hydroxymethyl-2-methylpropyl)-5-(2,3-dimethoxyphenyl)-2-oxo-1,2,3,5-tetrahydro-4,1-benzoxazepine-3-acetic acid ethyl ester), aqueous solution, [OH-].[Na+] (sodium hydroxide), O (water), Cl (HCl). The solvent is C(C)O (ethanol). Conditions: temperature 60 celsius, time 1 hour. Product: ClC=1C=CC2=C([C@H](O[C@@H](C(N2CC(CO)(C)CO)=O)CC(=O)O)C2=C(C(=CC=C2)OC)OC)C1 ((3R,5S)-7-chloro-1-(3-hydroxy-2-hydroxymethyl-2-methylpropyl)-5-(2,3-dimethoxyphenyl)-2-oxo-1,2,3,5-tetrahydro-4,1-benzoxazepine-3-acetic acid). Isolated yield 40.2%. Reaction SMILES: C([O:3][C:4](=[O:36])[CH2:5][C@H:6]1[O:12][C@H:11]([C:13]2[CH:18]=[CH:17][CH:16]=[C:15]([O:19][CH3:20])[C:14]=2[O:21][CH3:22])[C:10]2[CH:23]=[C:24]([Cl:27])[CH:25]=[CH:26][C:9]=2[N:8]([CH2:28][C:29]([CH2:33][OH:34])([CH3:32])[CH2:30][OH:31])[C:7]1=[O:35])C.[OH-].[Na+].O.Cl>C(O)C>[Cl:27][C:24]1[CH:25]=[CH:26][C:9]2[N:8]([CH2:28][C:29]([CH2:33][OH:34])([CH3:32])[CH2:30][OH:31])[C:7](=[O:35])[C@@H:6]([CH2:5][C:4]([OH:36])=[O:3])[O:12][C@H:11]([C:13]3[CH:18]=[CH:17][CH:16]=[C:15]([O:19][CH3:20])[C:14]=3[O:21][CH3:22])[C:10]=2[CH:23]=1 |f:1.2|. Reported procedure: To a solution of (3R,5S)-7-chloro-1-(3-hydroxy-2-hydroxymethyl-2-methylpropyl)-5-(2,3-dimethoxyphenyl)-2-oxo-1,2,3,5-tetrahydro-4,1-benzoxazepine-3-acetic acid ethyl ester (1.0 g) in ethanol (10 ml) was added a 1N aqueous solution of sodium hydroxide. The mixture was stirred at 60° C. for one hour. To the reaction mixture was added water, which was neutralized with 1N HCl, followed by subjecting to extraction with ethyl acetate. The extract solution was dried over anhydrous sodium sulfate. The s... Reactants: NC1=CC=C(C=C1)N1C=CC=2C(=NC=CC21)NC(OC(C)(C)C)=O (tert-butyl 1-(4-aminophenyl)-1H-pyrrolo[3,2-c]pyridin-4-ylcarbamate), NC1=CC=C(C=C1)N1C=CC=2C(=NC=CC21)NC(OC(C)(C)C)=O (tert-butyl 1-(4-aminophenyl)-1H-pyrrolo[3,2-c]pyridin-4-ylcarbamate), FC1=CC=C(C=C1)NC(CC(=O)O)=O (3-(4-fluorophenylamino)-3-oxopropanoic acid), CCN(C(C)C)C(C)C (DIPEA), CN(C)C(=[N+](C)C)ON1C2=C(C=CC=C2)N=N1.[B-](F)(F)(F)F (TBTU). The solvent is CN(C)C=O (DMF). Conditions: time 16 hour. The product is FC1=CC=C(C=C1)NC(CC(=O)NC1=CC=C(C=C1)N1C=CC=2C(=NC=CC21)NC(OC(C)(C)C)=O)=O (tert-Butyl 1-(4-(3-(4-fluorophenylamino)-3-oxopropanamido)phenyl)-1H-pyrrolo[3,2-c]pyridin-4-ylcarbamate). Yield: 56524596.0%. RXN SMILES: [NH2:1][C:2]1[CH:7]=[CH:6][C:5]([N:8]2[C:16]3[CH:15]=[CH:14][N:13]=[C:12]([NH:17][C:18](=[O:24])[O:19][C:20]([CH3:23])([CH3:22])[CH3:21])[C:11]=3[CH:10]=[CH:9]2)=[CH:4][CH:3]=1.[F:25][C:26]1[CH:31]=[CH:30][C:29]([NH:32][C:33](=[O:38])[CH2:34][C:35](O)=[O:36])=[CH:28][CH:27]=1.CCN(C(C)C)C(C)C.CN(C(ON1N=NC2C=CC=CC1=2)=[N+](C)C)C.[B-](F)(F)(F)F>CN(C=O)C>[F:25][C:26]1[CH:27]=[CH:28][C:29]([NH:32][C:33](=[O:38])[CH2:34][C:35]([NH:1][C:2]2[CH:7]=[CH:6][C:5]([N:8]3[C:16]4[CH:15]=[CH:14][N:13]=[C:12]([NH:17][C:18](=[O:24])[O:19][C:20]([CH3:21])([CH3:23])[CH3:22])[C:11]=4[CH:10]=[CH:9]3)=[CH:4][CH:3]=2)=[O:36])=[CH:30][CH:31]=1 |f:3.4|. Procedure details: A solution of tert-butyl 1-(4-aminophenyl)-1H-pyrrolo[3,2-c]pyridin-4-ylcarbamate (27 mg, 0.083 mmol, Compound B of Example 1) in DMF (1 mL) was treated with 3-(4-fluorophenylamino)-3-oxopropanoic acid (25 mg, 0.13 nmol), DIPEA (21 μL, 0.13 mmol) and TBTU (40 mg, 0.13 mmol) and the mixture stirred at RT for 16 h. The mixture was concentrated in vacuo to remove the DMF and the residue was partitioned between EtOAc (2 mL) and saturated sodium bicarbonate solution (2 mL). The EtOAc phase was washed... Reactants: CC(C)(C)C(=O)OCI, CCOC(C)=O, CN(C)C=O, [Na], CNC(=O)c1ccc(C2=C(C(=O)O)N3C(=O)C(C(C)O)C3C2)cc1. Yields the product CNC(=O)c1ccc(C2=C(C(=O)OCOC(=O)C(C)(C)C)N3C(=O)C(C(C)O)C3C2)cc1. As a reaction SMILES: [C:26]([C:27]([CH3:28])([CH3:29])[CH3:30])(=[O:31])[O:32][CH2:33][I:34].[CH3:35][CH2:36][O:37][C:38](=[O:39])[CH3:40].[CH3:41][N:42]([CH3:43])[CH:44]=[O:45].[Na:1].[OH:2][CH:3]([CH3:4])[CH:5]1[CH:6]2[CH2:7][C:8]([c:16]3[cH:17][cH:18][c:19]([C:22](=[O:23])[NH:24][CH3:25])[cH:20][cH:21]3)=[C:9]([C:13](=[O:14])[OH:15])[N:10]2[C:11]1=[O:12]>>[OH:2][CH:3]([CH3:4])[CH:5]1[CH:6]2[CH2:7][C:8]([c:16]3[cH:17][cH:18][c:19]([C:22](=[O:23])[NH:24][CH3:25])[cH:20][cH:21]3)=[C:9]([C:13](=[O:14])[O:15][CH2:33][O:32][C:26]([C:27]([CH3:28])([CH3:29])[CH3:30])=[O:31])[N:10]2[C:11]1=[O:12]. Reactants: CN1CCOCC1, CCN=C=NCCCN(C)C, Cl, O=C(O)C1CCCCN1S(=O)(=O)c1ccc(F)cc1, O, CC(N)=NO, Oc1cccc2[nH]nnc12. Product: CC(N)=NOC(=O)C1CCCCN1S(=O)(=O)c1ccc(F)cc1. Reaction SMILES: [CH3:25][N:26]1[CH2:27][CH2:28][O:29][CH2:30][CH2:31]1.[CH3:44][N:45]([CH3:46])[CH2:47][CH2:48][CH2:49][N:50]=[C:51]=[N:52][CH2:53][CH3:54].[ClH:43].[F:1][c:2]1[cH:3][cH:4][c:5]([S:8](=[O:9])(=[O:10])[N:11]2[CH:12]([C:17](=[O:18])[OH:19])[CH2:13][CH2:14][CH2:15][CH2:16]2)[cH:6][cH:7]1.[OH2:32].[OH:20][N:21]=[C:22]([CH3:23])[NH2:24].[OH:33][c:34]1[c:35]2[n:36][n:37][nH:38][c:39]2[cH:40][cH:41][cH:42]1>>[F:1][c:2]1[cH:3][cH:4][c:5]([S:8](=[O:9])(=[O:10])[N:11]2[CH:12]([C:17](=[O:18])[O:19][N:21]=[C:22]([CH3:23])[NH2:24])[CH2:13][CH2:14][CH2:15][CH2:16]2)[cH:6][cH:7]1. Starting materials: N1=C(C=CC=C1)CO (pyridine-2-methanol), [H-].[Na+] (sodium hydride), [Cl-].[NH4+] (ammonium chloride), C(C)(C)(C)C1=CC=C(C=C1)S(=O)(=O)NC1=NC=NC(=C1OC1=CC(=CC=C1)OC)Cl (4-tert-butyl-N-{6-chloro-5-(3-methoxyphenoxy)pyrimidin-4-yl}benzenesulfonamide). Run in CC(=O)N(C)C (dimethylacetamide). Product: C(C)(C)(C)C1=CC=C(C=C1)S(=O)(=O)NC1=NC=NC(=C1OC1=CC(=CC=C1)OC)OCC1=NC=CC=C1 (4-tert-butyl-N-{5-(3-methoxyphenoxy)-6-(2-pyridinylmethoxy)pyrimidin-4-yl}benzenesulfonamide). The yield is 94.6%. RXN SMILES: [N:1]1[CH:6]=[CH:5][CH:4]=[CH:3][C:2]=1[CH2:7][OH:8].[H-].[Na+].[C:11]([C:15]1[CH:20]=[CH:19][C:18]([S:21]([NH:24][C:25]2[C:30]([O:31][C:32]3[CH:37]=[CH:36][CH:35]=[C:34]([O:38][CH3:39])[CH:33]=3)=[C:29](Cl)[N:28]=[CH:27][N:26]=2)(=[O:23])=[O:22])=[CH:17][CH:16]=1)([CH3:14])([CH3:13])[CH3:12].[Cl-].[NH4+]>CC(N(C)C)=O>[C:11]([C:15]1[CH:16]=[CH:17][C:18]([S:21]([NH:24][C:25]2[C:30]([O:31][C:32]3[CH:37]=[CH:36][CH:35]=[C:34]([O:38][CH3:39])[CH:33]=3)=[C:29]([O:8][CH2:7][C:2]3[CH:3]=[CH:4][CH:5]=[CH:6][N:1]=3)[N:28]=[CH:27][N:26]=2)(=[O:22])=[O:23])=[CH:19][CH:20]=1)([CH3:14])([CH3:12])[CH3:13] |f:1.2,4.5|. Reported procedure: To a stirred solution of pyridine-2-methanol (130 mg) in dimethylacetamide (0.5 ml) is added gradually with stirring sodium hydride (62.7% dispersion-type, 60 mg) under ice-cooling, and thereto is added 4-tert-butyl-N-{6-chloro-5-(3-methoxyphenoxy)pyrimidin-4-yl}benzenesulfonamide (100 mg). The mixture is reacted at 100° C. for 30 minutes, and cooled. The pH value of the mixture is adjusted to pH 8 with saturated aqueous ammonium chloride solution. The mixture is extracted with ethyl acetate, an... Starting materials: COc1ncc(C)cc1Br, CN1c2c(cc(Nc3cccnc3)cc2C(F)(F)F)C2CNCCC21, CN1c2c(C#N)cc(Nc3cnccc3C(F)(F)F)cc2C2CNCCC21. Yields the product COc1ncc(C)cc1Nc1cc(C#N)c2c(c1)C1CNCCC1N2C. Reaction SMILES: [Br:53][c:54]1[c:55]([O:61][CH3:62])[n:56][cH:57][c:58]([CH3:60])[cH:59]1.[CH3:1][N:2]1[c:3]2[c:4]([C:5]([F:6])([F:7])[F:8])[cH:9][c:10]([NH:11][c:12]3[cH:13][n:14][cH:15][cH:16][cH:17]3)[cH:18][c:19]2[CH:20]2[CH2:21][NH:22][CH2:23][CH2:24][CH:25]12.[CH3:26][N:27]1[CH:28]2[CH:29]([c:30]3[cH:31][c:32]([NH:38][c:39]4[cH:40][n:41][cH:42][cH:43][c:44]4[C:45]([F:46])([F:47])[F:48])[cH:33][c:34]([C:36]#[N:37])[c:35]31)[CH2:49][NH:50][CH2:51][CH2:52]2>>[CH3:26][N:27]1[CH:28]2[CH:29]([c:30]3[cH:31][c:32]([NH:38][c:54]4[c:55]([O:61][CH3:62])[n:56][cH:57][c:58]([CH3:60])[cH:59]4)[cH:33][c:34]([C:36]#[N:37])[c:35]31)[CH2:49][NH:50][CH2:51][CH2:52]2. The reactants are Fc1ccc(CBr)c(F)c1, CCC(=O)CC(=O)OC, CC(C)(C)[O-], CC(C)(C)O, [K+], C1CCOC1, O. The product is CCC(=O)C(Cc1ccc(F)cc1F)C(=O)OC. RXN SMILES: [Br:21][CH2:22][c:23]1[c:24]([F:30])[cH:25][c:26]([F:29])[cH:27][cH:28]1.[CH3:12][O:13][C:14]([CH2:15][C:16]([CH2:17][CH3:18])=[O:19])=[O:20].[CH3:1][C:2]([CH3:3])([O-:4])[CH3:5].[CH3:7][C:8]([OH:9])([CH3:10])[CH3:11].[K+:6].[O:31]1[CH2:32][CH2:33][CH2:34][CH2:35]1.[OH2:36]>>[CH3:12][O:13][C:14]([CH:15]([C:16]([CH2:17][CH3:18])=[O:19])[CH2:22][c:23]1[c:24]([F:30])[cH:25][c:26]([F:29])[cH:27][cH:28]1)=[O:20]. The reactants are CC(C)(C)OC(=O)N1CC(OS(C)(=O)=O)CC1C(=O)NC1(C#N)CC1, CS(=O)(=O)O, Sc1c(Cl)cccc1Cl. Product: CC(C)(C)OC(=O)N1CC(Sc2c(Cl)cccc2Cl)CC1C(=O)NC1(C#N)CC1. RXN SMILES: [C:6]([CH3:7])([CH3:8])([CH3:9])[O:10][C:11](=[O:12])[N:13]1[CH:14]([C:23]([NH:24][C:25]2([C:28]#[N:29])[CH2:26][CH2:27]2)=[O:30])[CH2:15][CH:16]([O:18][S:19]([CH3:20])(=[O:21])=[O:22])[CH2:17]1.[CH3:1][S:2]([OH:3])(=[O:4])=[O:5].[Cl:31][c:32]1[c:33]([SH:39])[c:34]([Cl:38])[cH:35][cH:36][cH:37]1>>[C:6]([CH3:7])([CH3:8])([CH3:9])[O:10][C:11](=[O:12])[N:13]1[CH:14]([C:23]([NH:24][C:25]2([C:28]#[N:29])[CH2:26][CH2:27]2)=[O:30])[CH2:15][CH:16]([S:39][c:33]2[c:32]([Cl:31])[cH:37][cH:36][cH:35][c:34]2[Cl:38])[CH2:17]1. Starting materials: [Mg] (magnesium), CN1CC2CCCC(C1)C2=CC(=O)OCC (ethyl (3-methyl-3-azabicyclo[3.3.1]non-9-ylidene)acetate), [Cl-].[NH4+] (ammonium chloride). Solvent: CO (methanol). Run at time 18 hour. Yields the product CN1CC2CCCC(C1)C2CC(=O)OC (methyl (3-methyl-3-azabicyclo[3.3.1]non-9-yl)acetate). The yield is 97.7%. Reaction SMILES: [CH3:1][N:2]1[CH2:9][CH:8]2[C:10](=[CH:11][C:12]([O:14][CH2:15]C)=[O:13])[CH:4]([CH2:5][CH2:6][CH2:7]2)[CH2:3]1.[Mg].[Cl-].[NH4+]>CO>[CH3:1][N:2]1[CH2:9][CH:8]2[CH:10]([CH2:11][C:12]([O:14][CH3:15])=[O:13])[CH:4]([CH2:5][CH2:6][CH2:7]2)[CH2:3]1 |f:2.3|. Procedure details: 37.13 g of ethyl (3-methyl-3-azabicyclo[3.3.1]non-9-ylidene)acetate was dissolved in 815 ml of methanol. After adding 20.24 g of magnesium, the resulting mixture was stirred at room temperature for 18 hours. Then a saturated aqueous solution of ammonium chloride was added to the reaction mixture followed by extraction with ethyl acetate. The ethyl acetate layer was washed successively with water and a saturated aqueous solution of sodium chloride and dried over anhydrous magnesium sulfate. After...